Dataset: the Open Reaction Database (ORD), a public repository of structured organic reaction records. Task: describe an organic reaction: reactants, conditions, products, and yield Reactants: thiol ester, CNC(CCC(C)=S)=O (N-methyl-(3-thioacetyl)propionamide), [OH-].[K+] (KOH), thiol, CNC(CCS)=O (N-methyl-(3-mercapto)propionamide), Cl (hydrochloric acid), C1CC(CCC1CN2C(=O)C=CC2=O)C(=O)ON3C(=O)CCC3=O.C(CCCCC)(=O)[O-] (SMCC caproate), thiol, [N+](=S)([S-])C1=C(C(=O)O)C=CC=C1 (dithionitrobenzoic acid), C1=CC(=C(C=C1SSC2=CC(=C(C=C2)[N+](=O)[O-])C(=O)O)C(=O)O)[N+](=O)[O-] (DTNB), thiol. Run in CO (methanol), P(=O)([O-])([O-])[O-].[K+].[K+].[K+] (potassium phosphate), P(=O)([O-])([O-])[O-].[K+].[K+].[K+] (potassium phosphate). Run at time 10 minute. The product is C(=O)(O)CCCCCNC(=O)C1CCC(CC1)CN1C(C(CC1=O)CCC(NC)=O)=S (N-[4-(5-carboxypentylcarbamoyl)-cyclohexylmethyl]-2-(methylcarbamoyl)-ethylthiosuccinimide). RXN SMILES: [CH3:1][NH:2][C:3](=[O:9])[CH2:4][CH2:5][C:6](=[S:8])C.[OH-].[K+].Cl.[N+]([C:16]1[CH:24]=[CH:23][CH:22]=[CH:21][C:17]=1[C:18]([OH:20])=O)([S-])=S.C1C(SSC2C=CC([N+]([O-])=O)=C(C(O)=O)C=2)=CC(C(O)=O)=C([N+]([O-])=O)C=1.[CH2:51]1[CH:56]([CH2:57][N:58]2C(=O)C=CC2=O)CC[CH:53]([C:65]([O:67]N2C(=O)CCC2=O)=[O:66])[CH2:52]1.C([O-])(=O)CCCCC.[CH3:83][NH:84][C:85](=[O:89])[CH2:86][CH2:87]S>CO.P([O-])([O-])([O-])=O.[K+].[K+].[K+]>[C:65]([CH2:53][CH2:52][CH2:51][CH2:56][CH2:57][NH:58][C:18]([CH:17]1[CH2:16][CH2:24][CH:23]([CH2:1][N:2]2[C:3](=[O:9])[CH2:4][CH:5]([CH2:87][CH2:86][C:85](=[O:89])[NH:84][CH3:83])[C:6]2=[S:8])[CH2:22][CH2:21]1)=[O:20])([OH:67])=[O:66] |f:1.2,6.7,10.11.12.13|. Procedure: The thiol ester of N-methyl-(3-thioacetyl)-propionamide (4.6 mg, 3.1×10-5 mol, see Example 3) was hydrolyzed by the addition of 0.62 ml of 0.12M KOH in 80% methanol. After 10 min, 0.3 ml of 0.5M potassium phosphate, pH 7 was added to the thiol compound and the pH adjusted to 7.5 with 1N hydrochloric acid. The thiol concentration was 34 mM (determined by reaction with dithionitrobenzoic acid, DTNB). SMCC-caproate (8.7 mg, 2.5×10-5 mol) was dissolved in 0.4 ml of 0.5M potassium phosphate, pH 7.0, ... Starting materials: CC(C)(C)OC(=O)n1cnc2c(CBr)cccc21, CCCN(CCC)C(C(=O)OCC)C(=O)OCC, C1CCOC1, [KH]. Yields the product CCCN(CCC)C(Cc1cccc2c1ncn2C(=O)OC(C)(C)C)(C(=O)OCC)C(=O)OCC. As a reaction SMILES: [Br:20][CH2:21][c:22]1[cH:23][cH:24][cH:25][c:26]2[n:27]([C:31](=[O:32])[O:33][C:34]([CH3:35])([CH3:36])[CH3:37])[cH:28][n:29][c:30]12.[CH2:2]([CH2:3][CH3:4])[N:5]([CH2:6][CH2:7][CH3:8])[CH:9]([C:10](=[O:11])[O:12][CH2:13][CH3:14])[C:15](=[O:16])[O:17][CH2:18][CH3:19].[CH2:38]1[O:39][CH2:40][CH2:41][CH2:42]1.[KH:1]>>[CH2:2]([CH2:3][CH3:4])[N:5]([CH2:6][CH2:7][CH3:8])[C:9]([C:10](=[O:11])[O:12][CH2:13][CH3:14])([C:15](=[O:16])[O:17][CH2:18][CH3:19])[CH2:21][c:22]1[cH:23][cH:24][cH:25][c:26]2[n:27]([C:31](=[O:32])[O:33][C:34]([CH3:35])([CH3:36])[CH3:37])[cH:28][n:29][c:30]12. The reactants are NC1=C2C(=NC=N1)N(N=C2C2=CC(=C(C=C2)NC(=O)C=2N(C1=CC=CC=C1C2)C)OC)CCN(C)C (N2-(4-{4-amino-1-[2-(dimethylamino)ethyl]-1H-pyrazolo[3,4-d]pyrimidin-3-yl}-2-methoxyphenyl)-1-methyl-1H-2-indolecarboxamide), C(\C=C/C(=O)O)(=O)O (maleic acid). Solvent: C(C)(=O)OCC (ethyl acetate), C(C)(=O)OCC (ethyl acetate). The product is C(\C=C/C(=O)O)(=O)O.NC1=C2C(=NC=N1)N(N=C2C2=CC(=C(C=C2)NC(=O)C=2N(C1=CC=CC=C1C2)C)OC)CCN(C)C (N2-(4-{4-amino-1-[2-(dimethylamino)ethyl]-1H-pyrazolo[3,4-d]pyrimidin-3-yl}-2-methoxyphenyl)-1-methyl-1H-2-indolecarboxamide monomaleate). Yield: 40.0%. Reaction SMILES: [NH2:1][C:2]1[N:7]=[CH:6][N:5]=[C:4]2[N:8]([CH2:32][CH2:33][N:34]([CH3:36])[CH3:35])[N:9]=[C:10]([C:11]3[CH:16]=[CH:15][C:14]([NH:17][C:18]([C:20]4[N:21]([CH3:29])[C:22]5[C:27]([CH:28]=4)=[CH:26][CH:25]=[CH:24][CH:23]=5)=[O:19])=[C:13]([O:30][CH3:31])[CH:12]=3)[C:3]=12.[C:37]([OH:44])(=[O:43])/[CH:38]=[CH:39]\[C:40]([OH:42])=[O:41]>C(OCC)(=O)C>[C:37]([OH:44])(=[O:43])/[CH:38]=[CH:39]\[C:40]([OH:42])=[O:41].[NH2:1][C:2]1[N:7]=[CH:6][N:5]=[C:4]2[N:8]([CH2:32][CH2:33][N:34]([CH3:35])[CH3:36])[N:9]=[C:10]([C:11]3[CH:16]=[CH:15][C:14]([NH:17][C:18]([C:20]4[N:21]([CH3:29])[C:22]5[C:27]([CH:28]=4)=[CH:26][CH:25]=[CH:24][CH:23]=5)=[O:19])=[C:13]([O:30][CH3:31])[CH:12]=3)[C:3]=12 |f:3.4|. Procedure: To a warm solution of N2-(4-{4-amino-1-[2-(dimethylamino)ethyl]-1H-pyrazolo[3,4-d]pyrimidin-3-yl}-2-methoxyphenyl)-1-methyl-1H-2-indolecarboxamide (0.009 g, 0.02 mmol) in ethyl acetate (2 mL) was added a solution of maleic acid (0.005 g, 0.04 mmol) in ethyl acetate (1 mL). The reaction mixture was allowed to cool to ambient temperature and the precipitate was collected by filtration and dried in vacuo to afford N2-(4-{4-amino-1-[2-(dimethylamino)ethyl]-1H-pyrazolo[3,4-d]pyrimidin-3-yl}-2-methoxy... The reactants are Cl (hydrochloric acid), COC(CNCC1=C(C=CC(=C1)C)N)OC (N-(2,2-dimethoxyethyl)-2-amino-5-methyl-benzylamine), N#CBr (cyanogen bromide), NC1=NC2=CC=C(C=C2CN1CC(OC)OC)C (2-amino-3-(2,2-dimethoxyethyl)-6-methyl-3,4-dihydroquinazoline). Run in C(C)O (ethanol). Run at time 2 hour. Product: CC=1C=C2CN3C(NC2=CC1)=NC=C3 (5,10-dihydro-7-methylimidazo-[2,1-b]quinazoline). As a reaction SMILES: COC(OC)CNCC1C=C(C)C=CC=1N.N#CBr.[NH2:20][C:21]1[N:30]([CH2:31][CH:32](OC)OC)[CH2:29][C:28]2[C:23](=[CH:24][CH:25]=[C:26]([CH3:37])[CH:27]=2)[N:22]=1.Cl>C(O)C>[CH3:37][C:26]1[CH:27]=[C:28]2[C:23](=[CH:24][CH:25]=1)[NH:22][C:21]1=[N:20][CH:32]=[CH:31][N:30]1[CH2:29]2. Procedure: 45 g of N-(2-amino-5-methylbenzyl)-aminoacetaldehydedimethylacetal obtained in step (d) and 25 g of cyanogen bromide are heated under reflux in 500 ml of 95% ethanol for 18 hours. After the mixture containing 2-amino-3-(2,2-dimethoxyethyl)-6-methyl-3,4-dihydroquinazoline is cooled, 200 ml of 5 N hydrochloric acid are added, and the solution is left to stand for 2 hours at room temperature. After the reaction solution is concentrated in a vacuum, it is made alkaline with dilute caustic soda, wher... Starting materials: ClC1=C(C=NC2=CC(=C(C=C12)OC)F)C#N (4-chloro-7-fluoro-6-methoxy-quinoline-3-carbonitrile), N1=CC(=CC=C1)OC1=CC=C(C=C1)N (4-(pyridin-3-yloxy)phenylamine), Cl.N1=CC=CC=C1 (pyridine hydrochloride). Run in C(C)OCCO (2-ethoxyethanol). Yields the product FC1=C(C=C2C(=C(C=NC2=C1)C#N)NC1=CC=C(C=C1)OC=1C=NC=CC1)OC (7-fluoro-6-methoxy-4-[4-(pyridin-3-yloxy)-phenylamino]-quinoline-3-carbonitrile). As a reaction SMILES: Cl[C:2]1[C:11]2[C:6](=[CH:7][C:8]([F:14])=[C:9]([O:12][CH3:13])[CH:10]=2)[N:5]=[CH:4][C:3]=1[C:15]#[N:16].[N:17]1[CH:22]=[CH:21][CH:20]=[C:19]([O:23][C:24]2[CH:29]=[CH:28][C:27]([NH2:30])=[CH:26][CH:25]=2)[CH:18]=1.Cl.N1C=CC=CC=1>C(OCCO)C>[F:14][C:8]1[CH:7]=[C:6]2[C:11]([C:2]([NH:30][C:27]3[CH:26]=[CH:25][C:24]([O:23][C:19]4[CH:18]=[N:17][CH:22]=[CH:21][CH:20]=4)=[CH:29][CH:28]=3)=[C:3]([C:15]#[N:16])[CH:4]=[N:5]2)=[CH:10][C:9]=1[O:12][CH3:13] |f:2.3|. Reported procedure: Following the procedure of Example 1, a mixture of 635.4 mg (2.68 mmol) 4-chloro-7-fluoro-6-methoxy-quinoline-3-carbonitrile, 500 mg (2.81 mmol) of 4-(pyridin-3-yloxy)phenylamine and 309.8 mg (2.68 mmol) of pyridine hydrochloride are refluxed in 2-ethoxyethanol (27 mL) at 100° C. for 12 hours to yield 7-fluoro-6-methoxy-4-[4-(pyridin-3-yloxy)-phenylamino]-quinoline-3-carbonitrile as an off-white solid, mp 235-236° C. Starting materials: O=C([O-])[O-], C=CCBr, Cc1cc(C)c(C(=O)O)c(C)c1, [K+], [K+], CN(C)C=O, O. Product: C=CCOC(=O)c1c(C)cc(C)cc1C. Reaction SMILES: [C:13](=[O:14])([O-:15])[O-:16].[CH2:19]([CH:20]=[CH2:21])[Br:22].[CH3:1][c:2]1[c:3]([C:4](=[O:5])[OH:6])[c:7]([CH3:12])[cH:8][c:9]([CH3:11])[cH:10]1.[K+:17].[K+:18].[O:24]=[CH:25][N:26]([CH3:27])[CH3:28].[OH2:23]>>[CH3:1][c:2]1[c:3]([C:4](=[O:5])[O:6][CH2:21][CH:20]=[CH2:19])[c:7]([CH3:12])[cH:8][c:9]([CH3:11])[cH:10]1. Reactants: NC=1C=NC2=C(C=CC=C2C1)Br (3-Amino-8-bromoquinoline), N1=CC(=CC=C1)S(=O)(=O)Cl (3-pyridinesulfonyl chloride). Run in N1=CC=CC=C1 (pyridine), N1=CC=CC=C1 (pyridine). Conditions: time 30 minute. Product: BrC=1C=CC=C2C=C(C=NC12)NS(=O)(=O)C=1C=NC=CC1 (N-(8-Bromoquinolin-3-yl)-3-pyridinesulfonamide). Reaction SMILES: [N:1]1[CH:6]=[CH:5][CH:4]=[C:3]([S:7](Cl)(=[O:9])=[O:8])[CH:2]=1.[NH2:11][C:12]1[CH:13]=[N:14][C:15]2[C:20]([CH:21]=1)=[CH:19][CH:18]=[CH:17][C:16]=2[Br:22]>N1C=CC=CC=1>[Br:22][C:16]1[CH:17]=[CH:18][CH:19]=[C:20]2[C:15]=1[N:14]=[CH:13][C:12]([NH:11][S:7]([C:3]1[CH:2]=[N:1][CH:6]=[CH:5][CH:4]=1)(=[O:9])=[O:8])=[CH:21]2. Reported procedure: In pyridine (5 ml) was dissolved 3-amino-8-bromoquinoline (Preparation Example 5) was dissolved in pyridine (5 ml), and 3-pyridinesulfonyl chloride (254 mg) was added thereto, followed by stirring at room temperature for 30 minutes. After the completion of the reaction, the reaction mixture was poured onto brine, and extracted with ethyl acetate. The organic layer was dried over magnesium sulfate and then concentrated. The resulting crude crystals were washed with ethyl acetate and IPA, to give ... The reactants are C(=O)(N1C=NC=C1)N1C=NC=C1 (carbonyldiimidazole), C(C)NC(=O)CC1=CC=C(C=C1)S(=O)(=O)C1=CC=C(S1)S(=O)(=O)N (5-(4-ethylcarbamoylmethylphenylsulfonyl)thiophene-2-sulfonamide), CNC(=O)CCC1=CC=C(C=C1)S(=O)(=O)C1=CC=C(S1)S(=O)(=O)N (5-[4-(2-methylcarbamoylethyl)phenylsulfonyl]thiophene-2-sulfonamide), C(=O)(O)CC1=CC=C(C=C1)S(=O)(=O)C1=CC=C(S1)S(=O)(=O)N (5-(4-carboxymethylphenylsulfonyl)thiophene-2-sulfonamide), CNC (dimethylamine), CN(C(=O)CCCC1=CC=C(C=C1)S(=O)(=O)C1=CC=C(S1)S(=O)(=O)N)C (5-[4-(3-dimethylcarbamoylpropyl)phenylsulfonyl]thiophene-2-sulfonamide). Solvent: O1CCCC1 (tetrahydrofuran). Conditions: time 8 hour. Yields the product CN(C(=O)CC1=CC=C(C=C1)S(=O)(=O)C1=CC=C(S1)S(=O)(=O)N)C (5-(4-dimethylcarbamoylmethylphenylsulfonyl)thiophene-2-sulfonamide). RXN SMILES: [C:1]([CH2:4][C:5]1[CH:10]=[CH:9][C:8]([S:11]([C:14]2[S:18][C:17]([S:19]([NH2:22])(=[O:21])=[O:20])=[CH:16][CH:15]=2)(=[O:13])=[O:12])=[CH:7][CH:6]=1)(O)=[O:2].[C:23](N1C=CN=C1)([N:25]1C=CN=[CH:26]1)=O.CNC.C(NC(CC1C=CC(S(C2SC(S(N)(=O)=O)=CC=2)(=O)=O)=CC=1)=O)C.CNC(CCC1C=CC(S(C2SC(S(N)(=O)=O)=CC=2)(=O)=O)=CC=1)=O.CN(C)C(CCCC1C=CC(S(C2SC(S(N)(=O)=O)=CC=2)(=O)=O)=CC=1)=O>O1CCCC1>[CH3:23][N:25]([CH3:26])[C:1]([CH2:4][C:5]1[CH:10]=[CH:9][C:8]([S:11]([C:14]2[S:18][C:17]([S:19]([NH2:22])(=[O:21])=[O:20])=[CH:16][CH:15]=2)(=[O:13])=[O:12])=[CH:7][CH:6]=1)=[O:2]. Reported procedure: 5-(4-carboxymethylphenylsulfonyl)thiophene-2-sulfonamide (1.6 g) was dissolved in 50 ml of tetrahydrofuran and 0.72 g of carbonyldiimidazole was added. After stirring for one hour at room temperature excess aqueous dimethylamine was added and the mixture stirred overnight. The reaction mixture was concentrated under vacuum and the residue partitioned between ethyl acetate and water. The organic phase was separated, dried over sodium sulfate and concentrated under vacuum, giving an oil weighing 1...